From a dataset of the Open Reaction Database (ORD), a public repository of structured organic reaction records. describe an organic reaction: reactants, conditions, products, and yield Starting materials: CN(C)c1ccc(C(c2ccc(N(C)C)cc2)c2ccc(N(C)C)cc2C(=O)O)cc1, [Na+], [OH-], O. The product is CN(C)c1ccc(C2(c3ccc(N(C)C)cc3)OC(=O)c3cc(N(C)C)ccc32)cc1. Reaction SMILES: [CH3:1][N:2]([c:3]1[cH:4][cH:5][c:6]([CH:7]([c:8]2[cH:9][cH:10][c:11]([N:14]([CH3:15])[CH3:16])[cH:12][cH:13]2)[c:17]2[c:18]([C:19](=[O:20])[OH:21])[cH:22][c:23]([N:26]([CH3:27])[CH3:28])[cH:24][cH:25]2)[cH:29][cH:30]1)[CH3:31].[Na+:33].[OH-:32].[OH2:34]>>[CH3:1][N:2]([c:3]1[cH:4][cH:5][c:6]([C:7]2([c:8]3[cH:9][cH:10][c:11]([N:14]([CH3:15])[CH3:16])[cH:12][cH:13]3)[c:17]3[c:18]([cH:22][c:23]([N:26]([CH3:27])[CH3:28])[cH:24][cH:25]3)[C:19](=[O:21])[O:20]2)[cH:29][cH:30]1)[CH3:31]. The reactants are BrC=1C(C2=CC(=CC=C2C1C1=C(C=C(C=C1)F)F)OCCN1CCOCC1)=O (2-Bromo-3-(2,4-difluorophenyl)-6-{2-(morpholin-4-yl)ethoxy}-1H-inden-1-one), O1CCN(CC1)CCOC1=CC=C2C(=C(C(C2=C1)=O)Br)C1=CC=CC=C1 (6-(2-morpholinoethoxy)-2-bromo-3-phenyl-1H-inden-1-one), B(C=1C=CC(=CC1)C)(O)O (p-tolylboronic acid). Product: FC1=C(C=CC(=C1)F)C1=C(C(C2=CC(=CC=C12)OCCN1CCOCC1)=O)C1=CC=C(C=C1)C (3-(2,4-Difluorophenyl)-6-[2-(morpholin-4-yl)ethoxy]-2-p-tolyl-1H-inden-1-one). Yield: 80.0%. As a reaction SMILES: Br[C:2]1[C:3](=[O:28])[C:4]2[C:9]([C:10]=1[C:11]1[CH:16]=[CH:15][C:14]([F:17])=[CH:13][C:12]=1[F:18])=[CH:8][CH:7]=[C:6]([O:19][CH2:20][CH2:21][N:22]1[CH2:27][CH2:26][O:25][CH2:24][CH2:23]1)[CH:5]=2.O1CCN(CCO[C:38]2[CH:46]=[C:45]3[C:41]([C:42](C4C=CC=CC=4)=C(Br)C3=O)=[CH:40][CH:39]=2)CC1.B(O)(O)C1C=CC(C)=CC=1>>[F:18][C:12]1[CH:13]=[C:14]([F:17])[CH:15]=[CH:16][C:11]=1[C:10]1[C:9]2[C:4](=[CH:5][C:6]([O:19][CH2:20][CH2:21][N:22]3[CH2:23][CH2:24][O:25][CH2:26][CH2:27]3)=[CH:7][CH:8]=2)[C:3](=[O:28])[C:2]=1[C:38]1[CH:46]=[CH:45][C:41]([CH3:42])=[CH:40][CH:39]=1. Procedure details: The procedure of Step 7 of Example 1 was repeated except for using 2-bromo-3-(2,4-difluorophenyl)-6-{2-(morpholin-4-yl)ethoxy}-1H-inden-1-one obtained in Step 1 as a starting material instead of 6-(2-morpholinoethoxy)-2-bromo-3-phenyl-1H-inden-1-one and p-tolylboronic acid instead of 3-pyridinylboronic acid to obtain the title compound (80%).